This data is from the Open Reaction Database (ORD), a public repository of structured organic reaction records. The task is: describe an organic reaction: reactants, conditions, products, and yield Starting materials: B, O=C1C(NS(=O)(=O)c2ccccc2)Cc2cc(-c3ccccc3)ncc2N1Cc1ccccc1, C1CCOC1, CO, C1CCOC1. The product is O=S(=O)(NC1Cc2cc(-c3ccccc3)ncc2N(Cc2ccccc2)C1)c1ccccc1. Reaction SMILES: [BH3:40].[CH2:1]([c:2]1[cH:3][cH:4][cH:5][cH:6][cH:7]1)[N:8]1[C:9](=[O:34])[CH:10]([NH:24][S:25](=[O:26])(=[O:27])[c:28]2[cH:29][cH:30][cH:31][cH:32][cH:33]2)[CH2:11][c:12]2[cH:13][c:14](-[c:18]3[cH:19][cH:20][cH:21][cH:22][cH:23]3)[n:15][cH:16][c:17]21.[CH2:43]1[O:44][CH2:45][CH2:46][CH2:47]1.[CH3:41][OH:42].[O:35]1[CH2:36][CH2:37][CH2:38][CH2:39]1>>[CH2:1]([c:2]1[cH:3][cH:4][cH:5][cH:6][cH:7]1)[N:8]1[CH2:9][CH:10]([NH:24][S:25](=[O:26])(=[O:27])[c:28]2[cH:29][cH:30][cH:31][cH:32][cH:33]2)[CH2:11][c:12]2[cH:13][c:14](-[c:18]3[cH:19][cH:20][cH:21][cH:22][cH:23]3)[n:15][cH:16][c:17]21. Starting materials: NC1=C2C(=NC=3C=CC=CC13)COC2=O (9-aminofuro[3,4-b]quinolin-1(3H)-one), NCCCCC1N(CCCC1)CC1=CC=CC=C1 (4-aminobutyl-1-benzylpiperidine). Reaction conditions: temperature 200 celsius. The product is NC1=C2C(=NC=3C=CC=CC13)CN(C2=O)CCCCC2N(CCCC2)CC2=CC=CC=C2 (9-amino-2-(4-(1-benzylpiperidyl)butyl)-2,3-dihydropyrrolo-[3,4-b]quinolin-1-one). Isolated yield 80.5%. Reaction SMILES: [NH2:1][C:2]1[C:11]2[CH:10]=[CH:9][CH:8]=[CH:7][C:6]=2[N:5]=[C:4]2[CH2:12]O[C:14](=[O:15])[C:3]=12.[NH2:16][CH2:17][CH2:18][CH2:19][CH2:20][CH:21]1[CH2:26][CH2:25][CH2:24][CH2:23][N:22]1[CH2:27][C:28]1[CH:33]=[CH:32][CH:31]=[CH:30][CH:29]=1>>[NH2:1][C:2]1[C:11]2[CH:10]=[CH:9][CH:8]=[CH:7][C:6]=2[N:5]=[C:4]2[CH2:12][N:16]([CH2:17][CH2:18][CH2:19][CH2:20][CH:21]3[CH2:26][CH2:25][CH2:24][CH2:23][N:22]3[CH2:27][C:28]3[CH:33]=[CH:32][CH:31]=[CH:30][CH:29]=3)[C:14](=[O:15])[C:3]=12. Procedure details: To 1.74 gm of 9-aminofuro[3,4-b]quinolin-1(3H)-one was added 3.20 gm of 4-aminobutyl-1-benzylpiperidine, and the mixture was heated in a sealed tube for 6 hours at 200° C. while stirring. After cooling, the reaction mixture was recrystallized from ethyl acetate to obtain 3.00 gm of 9-amino-2-(4-(1-benzylpiperidyl)butyl)-2,3-dihydropyrrolo-[3,4-b]quinolin-1-one (Compound (I) with R1 =R3 =H, R2 =NH2, A=>N--(CH2)n --, Y=>C=O, m=1, and n=4).